This data is from the Open Reaction Database (ORD), a public repository of structured organic reaction records. The task is: describe an organic reaction: reactants, conditions, products, and yield Reactants: C(C)(=O)C(C(=O)OCC)C(C(C1=CSC=C1)=O)C (ethyl 2-acetyl-3-methyl-4-oxo-4-(3-thienyl)butanoate), C(C)(=O)[O-].[NH4+] (ammonium acetate). Product: CC=1NC(=CC1C(=O)OCC)C1=CSC=C1 (Ethyl 2-methyl-5-(3-thienyl)-1H-pyrrole-3-carboxylate). Yield: 96.3%. As a reaction SMILES: [C:1]([CH:4]([CH:10](C)[C:11](=O)[C:12]1[CH:16]=[CH:15][S:14][CH:13]=1)[C:5]([O:7][CH2:8][CH3:9])=[O:6])(=O)[CH3:2].C([O-])(=O)C.[NH4+:23]>>[CH3:2][C:1]1[NH:23][C:11]([C:12]2[CH:16]=[CH:15][S:14][CH:13]=2)=[CH:10][C:4]=1[C:5]([O:7][CH2:8][CH3:9])=[O:6] |f:1.2|. Reported procedure: Using ethyl 2-acetyl-3-methyl-4-oxo-4-(3-thienyl)butanoate (1.86 g) and ammonium acetate (626 mg), a procedure as in Reference Example 14 was performed to give the title compound as a brown oil (yield 1.57 g, 91%). Reaction SMILES: C(O)(C(F)(F)F)=O.[F:8][C:9]([F:29])([F:28])[C:10]1([C:23]([O:25][CH2:26][CH3:27])=[O:24])[CH2:15][CH2:14][N:13]([C:16](OC(C)(C)C)=O)[CH2:12][CH2:11]1.C(=O)([O-])[O-].[Na+].[Na+].ClC1[N:42]=[CH:41][C:40]([B:43]([OH:45])[OH:44])=[CH:39][N:38]=1>>[CH2:26]([O:25][C:23]([C:10]1([C:9]([F:8])([F:28])[F:29])[CH2:11][CH2:12][N:13]([C:16]2[N:42]=[CH:41][C:40]([B:43]([OH:45])[OH:44])=[CH:39][N:38]=2)[CH2:14][CH2:15]1)=[O:24])[CH3:27] |f:2.3.4|. Product: C(C)OC(=O)C1(CCN(CC1)C1=NC=C(C=N1)B(O)O)C(F)(F)F ({2-[4-Ethoxycarbonyl-4-(trifluoromethyl)piperidin-1-yl]pyrimidin-5-yl}boronic acid). Reaction conditions: time 30 minute. Yield: 89.3%. Procedure details: TFA (5 mL) was added to 1-tert-butyl 4-ethyl 4-(trifluoromethyl)piperidine-1,4-dicarboxylate (0.42 g, 1.29 mmol). The mixture was stirred for 30 minutes, then rotary evaporated to dryness and left on a high vacuum line for 1 h. The residual syrup was dissolved in ethanol (4 mL), anhydrous sodium carbonate (0.35 g, 3.3 mmol) was added, and the mixture was stirred for 10 minutes. (2-Chloropyrimidin-5-yl)boronic acid (0.23 g, 1.4 mmol) was added and the reaction mixture was stirred at 60° C. for 6 ... Starting materials: ClC1=NC=C(C=N1)B(O)O ((2-Chloropyrimidin-5-yl)boronic acid), C(=O)(C(F)(F)F)O (TFA), FC(C1(CCN(CC1)C(=O)OC(C)(C)C)C(=O)OCC)(F)F (1-tert-butyl 4-ethyl 4-(trifluoromethyl)piperidine-1,4-dicarboxylate), C([O-])([O-])=O.[Na+].[Na+] (sodium carbonate).